Dataset: the Open Reaction Database (ORD), a public repository of structured organic reaction records. Task: describe an organic reaction: reactants, conditions, products, and yield The reactants are [N+](=O)(O)[O-] (nitric acid), FC(C(C(F)(F)F)(O)C1=CC=CC=C1)(F)F (1,1,1,3,3,3-hexafluoro-2-phenyl-2-propanol), acid, ice water. Conditions: temperature 0 celsius, time 30 minute. Yields the product FC(C(C(F)(F)F)(O)C1=CC(=CC=C1)[N+](=O)[O-])(F)F (1-[2,2,2-trifluoro-1-hydroxy-1-(trifluoromethyl)ethyl]-3-nitrobenzene). Reaction SMILES: [N+:1]([O-:4])(O)=[O:2].[F:5][C:6]([F:20])([F:19])[C:7]([C:13]1[CH:18]=[CH:17][CH:16]=[CH:15][CH:14]=1)([OH:12])[C:8]([F:11])([F:10])[F:9]>>[F:5][C:6]([F:19])([F:20])[C:7]([C:13]1[CH:14]=[CH:15][CH:16]=[C:17]([N+:1]([O-:4])=[O:2])[CH:18]=1)([OH:12])[C:8]([F:9])([F:11])[F:10]. Procedure details: Fuming nitric acid (90%, 5 mL) was added drop wise to 1,1,1,3,3,3-hexafluoro-2-phenyl-2-propanol (4.2 mL, 25 mmol) in concentrated suifliic acid (15 mL) at 0° C. The mixture was stirred at 0° C. for 30 minutes, and at room temperature for 2 hours. Then it was poured into ice water. The solid was fitered, washed with sodium bicarbonate solution, water, and hexane, and dried to give 6.2 g of 1-[2,2,2-trifluoro-1-hydroxy-1-(trifluoromethyl)ethyl]-3-nitrobenzene. 1H NMR (CDCl3): δ 8.66 (s, 1H), 8.38... Reactants: COC(=O)c1ccc2cc(-c3c(Cl)cc(N4CCOCC4)cc3Cl)[nH]c2c1, Cc1ccccc1, Nc1ccc2ccccc2n1. Product: O=C(Nc1ccc2ccccc2n1)c1ccc2cc(-c3c(Cl)cc(N4CCOCC4)cc3Cl)[nH]c2c1. Reaction SMILES: [CH3:12][O:13][C:14](=[O:15])[c:16]1[cH:17][cH:18][c:19]2[cH:20][c:21](-[c:25]3[c:26]([Cl:38])[cH:27][c:28]([N:32]4[CH2:33][CH2:34][O:35][CH2:36][CH2:37]4)[cH:29][c:30]3[Cl:31])[nH:22][c:23]2[cH:24]1.[CH3:39][c:40]1[cH:41][cH:42][cH:43][cH:44][cH:45]1.[n:1]1[c:2]([NH2:11])[cH:3][cH:4][c:5]2[cH:6][cH:7][cH:8][cH:9][c:10]12>>[n:1]1[c:2]([NH:11][C:14](=[O:13])[c:16]2[cH:17][cH:18][c:19]3[cH:20][c:21](-[c:25]4[c:26]([Cl:38])[cH:27][c:28]([N:32]5[CH2:33][CH2:34][O:35][CH2:36][CH2:37]5)[cH:29][c:30]4[Cl:31])[nH:22][c:23]3[cH:24]2)[cH:3][cH:4][c:5]2[cH:6][cH:7][cH:8][cH:9][c:10]12. Solvent: CN(C)C=O (DMF), C(C)(=O)OCC (ethyl acetate), CN(C)C=O (DMF). Yields the product O1C2(OCC1)CCC1(CC2)COC2=C1C=CC=C2 (Dispiro[benzofuran-3(2H),1'-cyclohexane-4',2"-[1,3]dioxolane]). Starting materials: [H-].[Na+] (Sodium hydride), FC1=C(C=CC=C1)C1(CCC2(CC1)OCCO2)CO (4'-(2-fluorophenyl)-4'-(hydroxymethyl)spiro[[1,3]-dioxolane-2,1 '-cyclohexane]). RXN SMILES: [H-].[Na+].F[C:4]1[CH:9]=[CH:8][CH:7]=[CH:6][C:5]=1[C:10]1([CH2:20][OH:21])[CH2:15][CH2:14][C:13]2([O:19][CH2:18][CH2:17][O:16]2)[CH2:12][CH2:11]1>CN(C=O)C.C(OCC)(=O)C>[O:16]1[CH2:17][CH2:18][O:19][C:13]21[CH2:14][CH2:15][C:10]1([C:5]3[CH:6]=[CH:7][CH:8]=[CH:9][C:4]=3[O:21][CH2:20]1)[CH2:11][CH2:12]2 |f:0.1|. The yield is 98.1%. Procedure: Sodium hydride (80% in mineral oil, 1.53 g, 51 mmol) was stirred in dry DMF (30 ml) as 4'-(2-fluorophenyl)-4'-(hydroxymethyl)spiro[[1,3]-dioxolane-2,1 '-cyclohexane] (D22, 5.44 g, 20 mmol) was added in dry DMF (70 ml). The mixture was stirred under Ar at 110° C. for 6 h, cooled, diluted with ethyl acetate (500 ml), washed with water and brine, dried (Na2SO4) and evaporated to give the title compound (4.83 g, 96%) as a straw-coloured solid. Conditions: temperature 110 celsius, time 6 hour. The reactants are [Cl-].[NH4+] (ammonium chloride), CN(C1(CCCCC1)C=1SC=CC1)C (4-dimethylamino-4-(thiophen-2-yl)cyclohexane), C(C)OCC (diethyl ether), solution, C(C)(C)(C)[Li] (tert-butyl lithium), CCCCC (pentane), C(C)[Si](C#CCCCI)(CC)CC (triethyl-(5-iodopent-1-inyl)silane), C(C)OCC (diethyl ether). Run at time 30 minute. The product is CN(C1(CCC(CC1)(O)CCCC#C[Si](CC)(CC)CC)C=1SC=CC1)C (4-dimethylamino-4-(thiophen-2-yl)-1-(5-(triethylsilyl)pent-4-inyl)cyclohexanol). As a reaction SMILES: C([Li])(C)(C)C.CCCCC.[CH2:11]([Si:13]([CH2:22][CH3:23])([CH2:20][CH3:21])[C:14]#[C:15][CH2:16][CH2:17][CH2:18]I)[CH3:12].[CH3:24][N:25]([CH3:37])[C:26]1([C:32]2[S:33][CH:34]=[CH:35][CH:36]=2)[CH2:31][CH2:30][CH2:29][CH2:28][CH2:27]1.[Cl-].[NH4+].C([O:42]CC)C>>[CH3:24][N:25]([CH3:37])[C:26]1([C:32]2[S:33][CH:34]=[CH:35][CH:36]=2)[CH2:27][CH2:28][C:29]([CH2:18][CH2:17][CH2:16][C:15]#[C:14][Si:13]([CH2:22][CH3:23])([CH2:20][CH3:21])[CH2:11][CH3:12])([OH:42])[CH2:30][CH2:31]1 |f:4.5|. Procedure details: In a heated apparatus a 1.7 M solution of tert-butyl lithium in pentane (22.3 mL, 37.9 mmol) was slowly added in drops to a solution of triethyl-(5-iodopent-1-inyl)silane (5.64 g, 18.9 mmol) in absolute diethyl ether (50 mL) at an inside temperature of −70° C. to −75° C. with argon. After 120 min at this temperature a solution of 4-dimethylamino-4-(thiophen-2-yl)cyclohexane (4.22 g, 18.9 mmol) in absolute diethyl ether (100 mL) was slowly added in drops and subsequently stirred for 30 min. The r... Reactants: BrC=1C=NC=2N(C1)N=C(C2)C(=O)O (6-bromo-pyrazolo[1,5-a]pyrimidine-2-carboxylic acid), C(C)C1NCCC2=CC=CC=C12 (1-Ethyl-1,2,3,4-tetrahydro-isoquinoline). The product is BrC=1C=NC=2N(C1)N=C(C2)C(=O)N2C(C1=CC=CC=C1CC2)CC ((6-Bromopyrazolo[1,5-a]pyrimidin-2-yl)-(1-ethyl-3,4-dihydro-1H-isoquinolin-2-yl)methanone). RXN SMILES: [Br:1][C:2]1[CH:3]=[N:4][C:5]2[N:6]([N:8]=[C:9]([C:11]([OH:13])=O)[CH:10]=2)[CH:7]=1.[CH2:14]([CH:16]1[C:25]2[C:20](=[CH:21][CH:22]=[CH:23][CH:24]=2)[CH2:19][CH2:18][NH:17]1)[CH3:15]>>[Br:1][C:2]1[CH:3]=[N:4][C:5]2[N:6]([N:8]=[C:9]([C:11]([N:17]3[CH2:18][CH2:19][C:20]4[C:25](=[CH:24][CH:23]=[CH:22][CH:21]=4)[CH:16]3[CH2:14][CH3:15])=[O:13])[CH:10]=2)[CH:7]=1. Procedure: In close analogy to the procedure described in Example 1, 6-bromo-pyrazolo[1,5-a]pyrimidine-2-carboxylic acid is reacted with 1-Ethyl-1,2,3,4-tetrahydro-isoquinoline to provide the title compound in moderate yield. Reactants: C(#N)[BH3-].[Na+] (Sodium cyanoborohydride), S1C(=CC=C1)C=O (2-thiophenecarboxaldehyde), BrC=1C(=C(C(C(=O)O)=C(C1)Br)N)O (4,6-dibromo-3-hydroxyanthranilic acid), [O-]S(=O)(=O)[O-].[Na+].[Na+] (Na2SO4). Solvent: CO (methanol), CO (methanol), C(C)(=O)O (acetic acid). Run at time 8 hour. Yields the product BrC=1C(=C(C(C(=O)O)=C(C1)Br)NCC=1SC=CC1)O (4,6-Dibromo-3-hydroxy-N-(2-thienyl)methylanthranilic acid). Yield: 12.3%. RXN SMILES: [S:1]1[CH:5]=[CH:4][CH:3]=[C:2]1[CH:6]=O.[Br:8][C:9]1[C:10]([OH:20])=[C:11]([NH2:19])[C:12](=[C:16]([Br:18])[CH:17]=1)[C:13]([OH:15])=[O:14].[O-]S([O-])(=O)=O.[Na+].[Na+].C([BH3-])#N.[Na+]>CO.C(O)(=O)C>[Br:8][C:9]1[C:10]([OH:20])=[C:11]([NH:19][CH2:6][C:2]2[S:1][CH:5]=[CH:4][CH:3]=2)[C:12](=[C:16]([Br:18])[CH:17]=1)[C:13]([OH:15])=[O:14] |f:2.3.4,5.6|. Reported procedure: A solution of 2-thiophenecarboxaldehyde (38 mg, 0.34 mmol) in dry methanol (0.8 mL) was added to a mixture of 4,6-dibromo-3-hydroxyanthranilic acid (105 mg, 0.34 mmol) and Na2SO4 (240 mg, 1.7 mmol) in methanol (2 mL). The reaction mixture was stirred overnight at room temperature. Sodium cyanoborohydride (32 mg, 0.51 mmol) was added, and the mixture was stirred for 2 days at room temperature. Conc. acetic acid (1 mL) was added, and the solvent was removed in vacuo. The residue was partitioned be...